Dataset: the Open Reaction Database (ORD), a public repository of structured organic reaction records. Task: describe an organic reaction: reactants, conditions, products, and yield Reactants: S(=O)(=O)(Cl)Cl (sulfonyl chloride), CC=1C=C(C=CC1OCC(=O)O)SCC2=C(N=C(S2)C=3C=CC(=CC3)C(F)(F)F)C (GW501516), compound ( 15 ), [Sn] (tin), CC=1C=C(C=CC1OCC(=O)O)SCC2=C(N=C(S2)C=3C=CC(=CC3)C(F)(F)F)C (GW501516), C1(=CC=CC=C1O)C (o-cresol), compound ( 16 ). Product: SC1=CC(=C(OCC(=O)OCC)C=C1)C (ethyl (4-mercapto-2-methyl phenoxy)acetate). As a reaction SMILES: [CH3:1][C:2]1[CH:3]=[C:4]([S:13]CC2SC(C3C=CC(C(F)(F)F)=CC=3)=NC=2C)[CH:5]=[CH:6][C:7]=1[O:8][CH2:9][C:10]([OH:12])=[O:11].[C:31]1(C)C(O)=CC=C[CH:32]=1.S(Cl)(Cl)(=O)=O.[Sn]>>[SH:13][C:4]1[CH:5]=[CH:6][C:7]([O:8][CH2:9][C:10]([O:12][CH2:31][CH3:32])=[O:11])=[C:2]([CH3:1])[CH:3]=1 |^3:43|. Procedure: As an alternative synthesis method of GW501516, it is disclosed, as illustrated in the following scheme (2), that the compound (13) of GW501516 can be prepared by introducing ethyl acetate group to o-cresol (14), reacting the resulted compound (15) with sulfonyl chloride, reducing the resulted compound (16) with tin (Sn) under acidic condition to form ethyl (4-mercapto-2-methyl phenoxy)acetate (17), reacting it with 5-chloromethyl-4-methyl-2-(4-trifluoromethyl phenyl)thiazole (11) together with ... Starting materials: N1C=NC=C1 (imidazole), ClC=1N=C(C2=C(N1)SC(=C2)C(F)(F)F)NCC2=CC(=C(C=C2)OC)OC (2-chloro-6-trifluoromethyl-4-(3,4-dimethoxybenzylamino)-thieno-[2,3-d]-pyrimidine). Product: N1(C=NC=C1)C=1N=C(C2=C(N1)SC(=C2)C(F)(F)F)NCC2=CC(=C(C=C2)OC)OC (2-(imidazol-1-yl)-6-trifluoromethyl-4-(3,4-dimethoxybenzylamino)-thieno-[2,3-d]-pyrimidine). RXN SMILES: [NH:1]1[CH:5]=[CH:4][N:3]=[CH:2]1.Cl[C:7]1[N:8]=[C:9]([NH:20][CH2:21][C:22]2[CH:27]=[CH:26][C:25]([O:28][CH3:29])=[C:24]([O:30][CH3:31])[CH:23]=2)[C:10]2[CH:15]=[C:14]([C:16]([F:19])([F:18])[F:17])[S:13][C:11]=2[N:12]=1>>[N:1]1([C:7]2[N:8]=[C:9]([NH:20][CH2:21][C:22]3[CH:27]=[CH:26][C:25]([O:28][CH3:29])=[C:24]([O:30][CH3:31])[CH:23]=3)[C:10]3[CH:15]=[C:14]([C:16]([F:17])([F:18])[F:19])[S:13][C:11]=3[N:12]=2)[CH:5]=[CH:4][N:3]=[CH:2]1. Reported procedure: Following the procedure of Example 97, the reaction of imidazole with yields 2-chloro-6-trifluoromethyl-4-(3,4-dimethoxybenzylamino)-thieno-[2,3-d]-pyrimidine gives 2-(imidazol-1-yl)-6-trifluoromethyl-4-(3,4-dimethoxybenzylamino)-thieno-[2,3-d]-pyrimidine. Starting materials: CCCC(NC(=O)C1CC2CCCCC2N1C(=O)C(NC(=O)OCc1ccccc1)C(C)(C)C)C(O)C(=O)NC1CC1, CCO, [H][H]. Product: CCCC(NC(=O)C1CC2CCCCC2N1C(=O)C(N)C(C)(C)C)C(O)C(=O)NC1CC1. Reaction SMILES: [CH2:1]([O:2][C:3](=[O:4])[NH:10][CH:11]([C:12]([CH3:13])([CH3:14])[CH3:15])[C:16](=[O:17])[N:18]1[CH:19]([C:27]([NH:28][CH:29]([CH2:30][CH2:31][CH3:32])[CH:33]([OH:34])[C:35]([NH:36][CH:37]2[CH2:38][CH2:39]2)=[O:40])=[O:41])[CH2:20][CH:21]2[CH2:22][CH2:23][CH2:24][CH2:25][CH:26]12)[c:5]1[cH:6][cH:7][cH:8][cH:9][cH:42]1.[CH3:45][CH2:46][OH:47].[H:43][H:44]>>[NH2:10][CH:11]([C:12]([CH3:13])([CH3:14])[CH3:15])[C:16](=[O:17])[N:18]1[CH:19]([C:27]([NH:28][CH:29]([CH2:30][CH2:31][CH3:32])[CH:33]([OH:34])[C:35]([NH:36][CH:37]2[CH2:38][CH2:39]2)=[O:40])=[O:41])[CH2:20][CH:21]2[CH2:22][CH2:23][CH2:24][CH2:25][CH:26]12. The reactants are O=CNC1CCCN2c3cc(Cl)ccc3Oc3ccccc3C12, C1COCCO1, S=P12SP3(=S)SP(=S)(S1)SP(=S)(S2)S3. The product is S=CNC1CCCN2c3cc(Cl)ccc3Oc3ccccc3C12. As a reaction SMILES: [Cl:15][c:16]1[cH:17][c:18]2[c:19]([cH:36][cH:37]1)[O:20][c:21]1[c:22]([cH:32][cH:33][cH:34][cH:35]1)[CH:23]1[N:24]2[CH2:25][CH2:26][CH2:27][CH:28]1[NH:29][CH:30]=[O:31].[O:38]1[CH2:39][CH2:40][O:41][CH2:42][CH2:43]1.[P:1]12(=[S:2])[S:3][P:4]3(=[S:14])[S:5][P:6](=[S:12])([S:7][P:8](=[S:11])([S:9]3)[S:10]1)[S:13]2>>[S:2]=[CH:30][NH:29][CH:28]1[CH:23]2[c:22]3[c:21]([cH:35][cH:34][cH:33][cH:32]3)[O:20][c:19]3[c:18]([cH:17][c:16]([Cl:15])[cH:37][cH:36]3)[N:24]2[CH2:25][CH2:26][CH2:27]1. The reactants are C(C)(C)(C)OC(=O)NCC1CN(CC1)CCCCNC(=O)C1=CN(C2=CC=CC=C12)C (N-(4-(3-tert-Butoxycarbonylaminomethylpyrrolidin-1-yl)butyl)-1-methyl-1 H-indole-3-carboxamide), NC1=CC(=C(C(=O)O)C=C1Cl)OC (4-amino-5-chloro-2-methoxybenzoic acid). Product: NC1=CC(=C(C(=O)NCC2CN(CC2)CCCCNC(=O)C2=CN(C3=CC=CC=C23)C)C=C1Cl)OC (N-(4-(3-(4-amino-5-chloro-2-methoxybenzoylaminomethyl)pyrrolidin-1-yl)butyl)-1-methyl-1 H-indole-3-carboxamide). RXN SMILES: C(OC([NH:8][CH2:9][CH:10]1[CH2:14][CH2:13][N:12]([CH2:15][CH2:16][CH2:17][CH2:18][NH:19][C:20]([C:22]2[C:30]3[C:25](=[CH:26][CH:27]=[CH:28][CH:29]=3)[N:24]([CH3:31])[CH:23]=2)=[O:21])[CH2:11]1)=O)(C)(C)C.[NH2:32][C:33]1[C:41]([Cl:42])=[CH:40][C:36]([C:37]([OH:39])=O)=[C:35]([O:43][CH3:44])[CH:34]=1>>[NH2:32][C:33]1[C:41]([Cl:42])=[CH:40][C:36]([C:37]([NH:8][CH2:9][CH:10]2[CH2:14][CH2:13][N:12]([CH2:15][CH2:16][CH2:17][CH2:18][NH:19][C:20]([C:22]3[C:30]4[C:25](=[CH:26][CH:27]=[CH:28][CH:29]=4)[N:24]([CH3:31])[CH:23]=3)=[O:21])[CH2:11]2)=[O:39])=[C:35]([O:43][CH3:44])[CH:34]=1. Reported procedure: N-(4-(3-tert-Butoxycarbonylaminomethylpyrrolidin-1-yl)butyl)-1-methyl-1 H-indole-3-carboxamide (0.67 g) as starting compound was reacted and treated in the same manner as in Example 67 using 4-amino-5-chloro-2-methoxybenzoic acid (0.42 g) to give N-(4-(3-(4-amino-5-chloro-2-methoxybenzoylaminomethyl)pyrrolidin-1-yl)butyl)-1-methyl-1 H-indole-3-carboxamide.